Dataset: the Open Reaction Database (ORD), a public repository of structured organic reaction records. Task: describe an organic reaction: reactants, conditions, products, and yield Reactants: ClN1C(CCC1=O)=O (N-chlorosuccinimide), CC=1C(=CSC1)NC(C(F)(F)F)=O (4-methyl-3-trifluoroacetylaminothiophene). Solvent: C(C)(=O)O (acetic acid), C(C)(=O)O (acetic acid). Conditions: temperature 50 celsius, time 30 minute. Product: ClC=1SC=C(C1NC(C(F)(F)F)=O)C (2-Chloro-4-methyl-3-trifluoroacetylaminothiophene). Reaction SMILES: [Cl:1]N1C(=O)CCC1=O.[CH3:9][C:10]1[C:11]([NH:15][C:16](=[O:21])[C:17]([F:20])([F:19])[F:18])=[CH:12][S:13][CH:14]=1>C(O)(=O)C>[Cl:1][C:12]1[S:13][CH:14]=[C:10]([CH3:9])[C:11]=1[NH:15][C:16](=[O:21])[C:17]([F:20])([F:18])[F:19]. Procedure details: A solution of 3.2 g of N-chlorosuccinimide in 50 ml of glacial acetic acid was added dropwise to a mixture of 5 g of 4-methyl-3-trifluoroacetylaminothiophene in 70 ml of glacial acetic acid, and the mixture was then stirred at room temperature for 30 minutes and at 50° C. for a further hour. The solvent was distilled off, and the residue was admixed with water and adjusted to pH 10 using 2N NaOH. The mixture was extracted using ethyl acetate, and the organic phase was washed with water and dried... Reactants: CC(OCC1(c2ccc(F)cc2)CCN(C(=O)OC(C)(C)C)CC1)c1cc(N(C)C)cc2cn[nH]c12, O=C(O)C(F)(F)F. Product: CC(OCC1(c2ccc(F)cc2)CCNCC1)c1cc(N(C)C)cc2cn[nH]c12. Reaction SMILES: [CH3:1][N:2]([c:3]1[cH:4][c:5]2[cH:6][n:7][nH:8][c:9]2[c:10]([CH:12]([CH3:13])[O:14][CH2:15][C:16]2([c:29]3[cH:30][cH:31][c:32]([F:35])[cH:33][cH:34]3)[CH2:17][CH2:18][N:19]([C:22]([O:23][C:24]([CH3:25])([CH3:26])[CH3:27])=[O:28])[CH2:20][CH2:21]2)[cH:11]1)[CH3:36].[OH:37][C:38]([C:39]([F:40])([F:41])[F:42])=[O:43]>>[CH3:1][N:2]([c:3]1[cH:4][c:5]2[cH:6][n:7][nH:8][c:9]2[c:10]([CH:12]([CH3:13])[O:14][CH2:15][C:16]2([c:29]3[cH:30][cH:31][c:32]([F:35])[cH:33][cH:34]3)[CH2:17][CH2:18][NH:19][CH2:20][CH2:21]2)[cH:11]1)[CH3:36]. Reactants: resultant mixture, ClC1=CC=2N(C3=CC(=CC=C13)Cl)C=C(N2)C(=O)OCC (ethyl 5,8-dichloroimidazo-[1,2-a]-quinoline-2-carboxylate), [OH-].[Na+] (sodium hydroxide), C(OC)COC (dimethoxyethane), Cl (hydrochloric acid). Solvent: C(C)O (ethanol). Yields the product ClC1=CC=2N(C3=CC(=CC=C13)Cl)C=C(N2)C(=O)O (5,8-dichloroimidazo-[1,2-a]-quinoline-2-carboxylic acid). As a reaction SMILES: [Cl:1][C:2]1[C:11]2[C:6](=[CH:7][C:8]([Cl:12])=[CH:9][CH:10]=2)[N:5]2[CH:13]=[C:14]([C:16]([O:18]CC)=[O:17])[N:15]=[C:4]2[CH:3]=1.[OH-].[Na+].C(COC)OC.Cl>C(O)C>[Cl:1][C:2]1[C:11]2[C:6](=[CH:7][C:8]([Cl:12])=[CH:9][CH:10]=2)[N:5]2[CH:13]=[C:14]([C:16]([OH:18])=[O:17])[N:15]=[C:4]2[CH:3]=1 |f:1.2|. Procedure: 1.24 g of ethyl 5,8-dichloroimidazo-[1,2-a]-quinoline-2-carboxylate were hydrolyzed with 3 ml of 2 N sodium hydroxide solution in 120 ml of 50--50 mixture of dimethoxyethane and ethanol. The resultant mixture was neutralized with 3.3 ml of 2 N hydrochloric acid by the method of Example 20 to obtain fine off-white crystals of 5,8-dichloroimidazo-[1,2-a]-quinoline-2-carboxylic acid melting at ≈305° C. (decomp).